Dataset: the Open Reaction Database (ORD), a public repository of structured organic reaction records. Task: describe an organic reaction: reactants, conditions, products, and yield Starting materials: Cl (hydrochloric acid), ClC1=CC=C(C=C1)C(C(=C(F)F)F)CCOC (1-chloro-4-[2,3,3-trifluoro-1-(2-methoxyethyl)-2-propenyl]benzene), [H-].COCCO[Al+]OCCOC.[Na+].[H-] (sodium bis(2-methoxyethoxy)aluminum hydride), solution. The solvent is O (water), O1CCCC1 (tetrahydrofuran), C1(=CC=CC=C1)C (toluene), O (water). Reaction conditions: time 8 hour. Yields the product ClC1=CC=C(C=C1)C(/C(=C\F)/F)CCOC (1-Chloro-4-[(2E)-2,3-difluoro-1-(2-methoxyethyl)-2-propenyl]benzene). Isolated yield 91.6%. RXN SMILES: [Cl:1][C:2]1[CH:7]=[CH:6][C:5]([CH:8]([CH2:14][CH2:15][O:16][CH3:17])[C:9]([F:13])=[C:10](F)[F:11])=[CH:4][CH:3]=1.[H-].COCCO[Al+]OCCOC.[Na+].[H-].Cl>O1CCCC1.C1(C)C=CC=CC=1.O>[Cl:1][C:2]1[CH:3]=[CH:4][C:5]([CH:8]([CH2:14][CH2:15][O:16][CH3:17])/[C:9](/[F:13])=[CH:10]\[F:11])=[CH:6][CH:7]=1 |f:1.2.3.4|. Procedure details: To a stirred solution of 1-chloro-4-[2,3,3-trifluoro-1-(2-methoxyethyl)-2-propenyl]benzene (2.25 g, 8.5 mmol) in tetrahydrofuran (56 ml) at −5° C. was added sodium bis(2-methoxyethoxy)aluminum hydride (RedAl, 6.7 ml of a 65% solution in toluene). The reaction mixture was allowed to warm to room temperature and stirred overnight. The reaction mixture was cooled to −5° C., and water (6.5 ml) was added dropwise with stirring, followed by 10% hydrochloric acid (30 ml). The resulting mixture was stir... The reactants are OC1=CC=C(C(=O)NNC(=O)OC(C)(C)C)C=C1 (tert-butyl 2-(4-hydroxybenzoyl)hydrazinecarboxylate), BrC=1C=CC(=NC1)[N+](=O)[O-] (5-bromo-2-nitropyridine), C([O-])([O-])=O.[Cs+].[Cs+] (caesium carbonate). The solvent is CN(C=O)C (N,N-dimethylformamide). Reaction conditions: temperature 80 celsius, time 8 hour. Yields the product [N+](=O)([O-])C1=CC=C(C=N1)OC1=CC=C(C(=O)NNC(=O)OC(C)(C)C)C=C1 (tert-butyl 2-{4-[(6-nitro-3-pyridinyl)oxy]benzoyl}hydrazinecarboxylate). Isolated yield 72.0%. Reaction SMILES: [OH:1][C:2]1[CH:18]=[CH:17][C:5]([C:6]([NH:8][NH:9][C:10]([O:12][C:13]([CH3:16])([CH3:15])[CH3:14])=[O:11])=[O:7])=[CH:4][CH:3]=1.Br[C:20]1[CH:21]=[CH:22][C:23]([N+:26]([O-:28])=[O:27])=[N:24][CH:25]=1.C(=O)([O-])[O-].[Cs+].[Cs+]>CN(C)C=O>[N+:26]([C:23]1[N:24]=[CH:25][C:20]([O:1][C:2]2[CH:3]=[CH:4][C:5]([C:6]([NH:8][NH:9][C:10]([O:12][C:13]([CH3:15])([CH3:14])[CH3:16])=[O:11])=[O:7])=[CH:17][CH:18]=2)=[CH:21][CH:22]=1)([O-:28])=[O:27] |f:2.3.4|. Procedure: To a mixture of tert-butyl 2-(4-hydroxybenzoyl)hydrazinecarboxylate (0.688 g, 2.73 mmol) and 5-bromo-2-nitropyridine (0.554 mg, 2.73 mmol) and caesium carbonate (1.33 g, 4.08 mmol) in N,N-dimethylformamide (7 mL) was stirred overnight at 80° C. The solution was concentrated and the residue was taken with dichloromethane and water. The organic phase was dried on MgSO4 and concentrated. The crude product was purified by column chromatography (silica gel, 5% MeOH in CH2Cl2), to give 736 mg of the m... The reactants are CC=CCn1c(N(C(C)=O)c2cc(C)cc(C)c2)c(CC)c(=O)[nH]c1=O, C[O-], CO, [Na+]. The product is CC=CCn1c(Nc2cc(C)cc(C)c2)c(CC)c(=O)[nH]c1=O. Reaction SMILES: [CH2:1]([CH:2]=[CH:3][CH3:4])[n:5]1[c:6](=[O:26])[nH:7][c:8](=[O:25])[c:9]([CH2:23][CH3:24])[c:10]1[N:11]([C:12](=[O:13])[CH3:14])[c:15]1[cH:16][c:17]([CH3:22])[cH:18][c:19]([CH3:21])[cH:20]1.[CH3:27][O-:28].[CH3:30][OH:31].[Na+:29]>>[CH2:1]([CH:2]=[CH:3][CH3:4])[n:5]1[c:6](=[O:26])[nH:7][c:8](=[O:25])[c:9]([CH2:23][CH3:24])[c:10]1[NH:11][c:15]1[cH:16][c:17]([CH3:22])[cH:18][c:19]([CH3:21])[cH:20]1.